From a dataset of the Open Reaction Database (ORD), a public repository of structured organic reaction records. describe an organic reaction: reactants, conditions, products, and yield The reactants are Cc1nc2ccccc2s1, O=Cc1ccc(OCCCl)cc1. The product is ClCCOc1ccc(C=Cc2nc3ccccc3s2)cc1. RXN SMILES: [CH3:13][c:14]1[s:15][c:16]2[c:17]([n:18]1)[cH:19][cH:20][cH:21][cH:22]2.[Cl:1][CH2:2][CH2:3][O:4][c:5]1[cH:6][cH:7][c:8]([CH:9]=[O:10])[cH:11][cH:12]1>>[Cl:1][CH2:2][CH2:3][O:4][c:5]1[cH:6][cH:7][c:8]([CH:9]=[CH:13][c:14]2[s:15][c:16]3[c:17]([n:18]2)[cH:19][cH:20][cH:21][cH:22]3)[cH:11][cH:12]1. Reaction SMILES: [CH2:1]([O:3][C:4](=[O:19])[CH:5]=[C:6]([O:8][C:9]1[C:18]2[C:13](=[CH:14][CH:15]=[CH:16][CH:17]=2)[CH:12]=[CH:11][CH:10]=1)[CH3:7])[CH3:2].[Br:20]N1C(=O)CCC1=O>C(Cl)(Cl)(Cl)Cl.C(OOC(=O)C1C=CC=CC=1)(=O)C1C=CC=CC=1>[CH2:1]([O:3][C:4](=[O:19])[CH:5]=[C:6]([O:8][C:9]1[C:18]2[C:13](=[CH:14][CH:15]=[CH:16][CH:17]=2)[CH:12]=[CH:11][CH:10]=1)[CH2:7][Br:20])[CH3:2]. Procedure details: A solution of 3-(naphthalen-1-yloxy)-but-2-enoic acid ethyl ester (1.15 g, 4.48 mmol) in carbon tetrachloride (24.9 mL) was treated with N-bromosuccinimide (0.87 g, 4.93 mmol) and benzoyl peroxide (87 mg, 0.35 mmol). The reaction was then heated to reflux for 5 h. At this time, the reaction was cooled to 25° C. and then was placed in the freezer over the weekend. At this time, the reaction was removed from the freezer and allowed to thaw. The resulting precipitate was removed by filtration and w... Conditions: temperature 25 celsius. The yield is 85.2%. The reagents and catalysts are C(C1=CC=CC=C1)(=O)OOC(C1=CC=CC=C1)=O (benzoyl peroxide). The solvent is C(Cl)(Cl)(Cl)Cl (carbon tetrachloride). Starting materials: C(C)OC(C=C(C)OC1=CC=CC2=CC=CC=C12)=O (3-(naphthalen-1-yloxy)-but-2-enoic acid ethyl ester), BrN1C(CCC1=O)=O (N-bromosuccinimide). Product: C(C)OC(C=C(CBr)OC1=CC=CC2=CC=CC=C12)=O (4-bromo-3-(naphthalen-1-yloxy)-but-2-enoic acid ethyl ester).